Task: describe an organic reaction: reactants, conditions, products, and yield. Dataset: the Open Reaction Database (ORD), a public repository of structured organic reaction records Reactants: CCCCOCCOc1ccc(-c2ccc3c(c2)C=C(C(=O)Nc2ccc(SCc4nnnn4C)cc2)CCN3CC(C)C)cc1, ClCCl, O=C(OO)c1cccc(Cl)c1, [Na+], [Na+], O=S([O-])([O-])=S. The product is CCCCOCCOc1ccc(-c2ccc3c(c2)C=C(C(=O)Nc2ccc(S(=O)Cc4nnnn4C)cc2)CCN3CC(C)C)cc1. Reaction SMILES: [CH2:1]([CH2:2][CH2:3][CH3:4])[O:5][CH2:6][CH2:7][O:8][c:9]1[cH:10][cH:11][c:12](-[c:15]2[cH:16][cH:17][c:18]3[c:19]([cH:46]2)[CH:20]=[C:21]([C:29](=[O:30])[NH:31][c:32]2[cH:33][cH:34][c:35]([S:38][CH2:39][c:40]4[n:41][n:42][n:43][n:44]4[CH3:45])[cH:36][cH:37]2)[CH2:22][CH2:23][N:24]3[CH2:25][CH:26]([CH3:27])[CH3:28])[cH:13][cH:14]1.[CH2:65]([Cl:66])[Cl:67].[Cl:47][c:48]1[cH:49][cH:50][cH:51][c:52]([C:53]([O:54][OH:56])=[O:55])[cH:57]1.[Na+:63].[Na+:64].[S:58]([O-:59])([O-:60])(=[O:61])=[S:62]>>[CH2:1]([CH2:2][CH2:3][CH3:4])[O:5][CH2:6][CH2:7][O:8][c:9]1[cH:10][cH:11][c:12](-[c:15]2[cH:16][cH:17][c:18]3[c:19]([cH:46]2)[CH:20]=[C:21]([C:29](=[O:30])[NH:31][c:32]2[cH:33][cH:34][c:35]([S:38]([CH2:39][c:40]4[n:41][n:42][n:43][n:44]4[CH3:45])=[O:55])[cH:36][cH:37]2)[CH2:22][CH2:23][N:24]3[CH2:25][CH:26]([CH3:27])[CH3:28])[cH:13][cH:14]1. Starting materials: O=C(O)c1ccc2c(c1)C(=O)N(Cc1ccccc1)C2, CCN=C=NCCCN(C)C, ClCCl, Cl, NCCCN1CCCCC1, On1nnc2ccccc21. Product: O=C(NCCCN1CCCCC1)c1ccc2c(c1)C(=O)N(Cc1ccccc1)C2. RXN SMILES: [CH2:1]([c:2]1[cH:3][cH:4][cH:5][cH:6][cH:7]1)[N:8]1[CH2:9][c:10]2[cH:11][cH:12][c:13]([C:18](=[O:19])[OH:20])[cH:14][c:15]2[C:16]1=[O:17].[CH2:22]([N:23]=[C:24]=[N:25][CH2:26][CH2:27][CH2:28][N:29]([CH3:30])[CH3:31])[CH3:32].[Cl:53][CH2:54][Cl:55].[ClH:21].[N:43]1([CH2:49][CH2:50][CH2:51][NH2:52])[CH2:44][CH2:45][CH2:46][CH2:47][CH2:48]1.[OH:33][n:34]1[c:35]2[cH:36][cH:37][cH:38][cH:39][c:40]2[n:41][n:42]1>>[CH2:1]([c:2]1[cH:3][cH:4][cH:5][cH:6][cH:7]1)[N:8]1[CH2:9][c:10]2[cH:11][cH:12][c:13]([C:18](=[O:20])[NH:52][CH2:51][CH2:50][CH2:49][N:43]3[CH2:44][CH2:45][CH2:46][CH2:47][CH2:48]3)[cH:14][c:15]2[C:16]1=[O:17]. The reactants are ClCCC(=O)N(CC)C=1C(=NN(C1)C=1C=NC=CC1)Cl (3-chloro-N-(3-chloro-1-(pyridin-3-yl)-1H-pyrazol-4-yl)-N-ethylpropanamide), CO (methanol), [OH-].[K+] (potassium hydroxide), FC(CCS)(F)F (3,3,3-trifluoro-propane-1-thiol). Run in O (water), C(C)(=O)OCC (ethyl acetate), C(C)(=O)OCC (ethyl acetate). Run at temperature 20 celsius. Yields the product ClC1=NN(C=C1N(C(CCSCCC(F)(F)F)=O)CC)C=1C=NC=CC1 (N-(3-Chloro-1-(pyridin-3-yl)-1H-pyrazol-4-yl)-N-ethyl-3-((3,3,3-trifluoropropyl)thio)propanamide). Reaction SMILES: Cl[CH2:2][CH2:3][C:4]([N:6]([C:9]1[C:10]([Cl:20])=[N:11][N:12]([C:14]2[CH:15]=[N:16][CH:17]=[CH:18][CH:19]=2)[CH:13]=1)[CH2:7][CH3:8])=[O:5].CO.[OH-].[K+].[F:25][C:26]([F:31])([F:30])[CH2:27][CH2:28][SH:29]>O.C(OCC)(=O)C>[Cl:20][C:10]1[C:9]([N:6]([CH2:7][CH3:8])[C:4](=[O:5])[CH2:3][CH2:2][S:29][CH2:28][CH2:27][C:26]([F:31])([F:30])[F:25])=[CH:13][N:12]([C:14]2[CH:15]=[N:16][CH:17]=[CH:18][CH:19]=2)[N:11]=1 |f:2.3|. Procedure: A 100 mL, 3-neck round bottom flask was charged with 3-chloro-N-(3-chloro-1-(pyridin-3-yl)-1H-pyrazol-4-yl)-N-ethylpropanamide (500 mg, 1.60 mmol) and methanol (10 mL), potassium hydroxide (107 mg, 1.92 mmol) was added, followed by 3,3,3-trifluoro-propane-1-thiol (249 mg, 1.92 mmol) The mixture was heated at 50° C. for 4 hours, at which point thin layer chromatography analysis [Eluent: ethyl acetate] indicated the reaction was complete to give exclusively a new product. The reaction mixture was ...